This data is from the Open Reaction Database (ORD), a public repository of structured organic reaction records. The task is: describe an organic reaction: reactants, conditions, products, and yield The reactants are 40.1, C(C1=CC=CC=C1)C(=O)C1=C(C=CC(=C1)O)O (2,5-dihydroxyphenyl benzyl ketone), C(CCCCCCC(C)C)Br (isodecylbromide), C([O-])([O-])=O.[K+].[K+] (potassium carbonate). The solvent is CC(=O)C (acetone), petroleum ether. Reaction conditions: temperature 20 celsius. Product: 42.4, C(C1=CC=CC=C1)C(=O)C1=C(C=CC(=C1)OCCCCCCCC(C)C)O (2-hydroxy-5-isodecyloxyphenyl benzyl ketone). RXN SMILES: [CH2:1]([C:8]([C:10]1[CH:15]=[C:14]([OH:16])[CH:13]=[CH:12][C:11]=1[OH:17])=[O:9])[C:2]1[CH:7]=[CH:6][CH:5]=[CH:4][CH:3]=1.[CH2:18](Br)[CH2:19][CH2:20][CH2:21][CH2:22][CH2:23][CH2:24][CH:25]([CH3:27])[CH3:26].C(=O)([O-])[O-].[K+].[K+]>CC(C)=O>[CH2:1]([C:8]([C:10]1[CH:15]=[C:14]([O:16][CH2:18][CH2:19][CH2:20][CH2:21][CH2:22][CH2:23][CH2:24][CH:25]([CH3:27])[CH3:26])[CH:13]=[CH:12][C:11]=1[OH:17])=[O:9])[C:2]1[CH:3]=[CH:4][CH:5]=[CH:6][CH:7]=1 |f:2.3.4|. Procedure details: A mixture of 40.1 parts of 2,5-dihydroxyphenyl benzyl ketone, 42.7 parts of isodecylbromide, 48.5 parts of potassium carbonate and 400 parts of dry acetone was stirred under reflux for 120 hours. On cooling to 20° C the inorganic salts were filtered off and the acetone filtrates evaporated to give a brown oil. This residue was dissolved in 200 parts of petroleum ether, filtered to remove insoluble matter, and then washed with 4 × 50 parts of N sodium hydroxide solution and finally with water. Th... Product: CN1CC(C(=O)NCc2cccnc2)CC2c3cccc4c3c(cn4C)CC21. Reactants: CN1CC(C(=O)O)CC2c3cccc4c3c(cn4C)CC21, CN(C)C=O, NCc1cccnc1, [NH4+], [OH-], O=P(Cl)(Cl)Cl. As a reaction SMILES: [CH3:1][n:2]1[cH:3][c:4]2[c:17]3[c:12]([cH:13][cH:14][cH:15][c:16]13)[CH:11]1[CH:6]([CH2:5]2)[N:7]([CH3:21])[CH2:8][CH:9]([C:18](=[O:19])[OH:20])[CH2:10]1.[CH3:37][N:38]([CH3:39])[CH:40]=[O:41].[NH2:27][CH2:28][c:29]1[cH:30][n:31][cH:32][cH:33][cH:34]1.[NH4+:35].[OH-:36].[P:22]([Cl:23])([Cl:24])([Cl:25])=[O:26]>>[CH3:1][n:2]1[cH:3][c:4]2[c:17]3[c:12]([cH:13][cH:14][cH:15][c:16]13)[CH:11]1[CH:6]([CH2:5]2)[N:7]([CH3:21])[CH2:8][CH:9]([C:18](=[O:20])[NH:27][CH2:28][c:29]2[cH:30][n:31][cH:32][cH:33][cH:34]2)[CH2:10]1.